This data is from the Open Reaction Database (ORD), a public repository of structured organic reaction records. The task is: describe an organic reaction: reactants, conditions, products, and yield Starting materials: CO, COC=Cc1ccc2c(n1)COC2=C1C(=O)Nc2ccc(F)cc21, [Pd]. Product: COCCc1ccc2c(n1)COC2=C1C(=O)Nc2ccc(F)cc21. As a reaction SMILES: [CH3:25][OH:26].[F:1][c:2]1[cH:3][c:4]2[c:8]([cH:9][cH:10]1)[NH:7][C:6](=[O:11])[C:5]2=[C:12]1[O:13][CH2:14][c:15]2[n:16][c:17]([CH:21]=[CH:22][O:23][CH3:24])[cH:18][cH:19][c:20]21.[Pd:27]>>[F:1][c:2]1[cH:3][c:4]2[c:8]([cH:9][cH:10]1)[NH:7][C:6](=[O:11])[C:5]2=[C:12]1[O:13][CH2:14][c:15]2[n:16][c:17]([CH2:21][CH2:22][O:23][CH3:24])[cH:18][cH:19][c:20]21. Reactants: N1=C(C=CC=C1)C(=O)O (2-picolinic acid), C(=O)([O-])[O-].[Cs+].[Cs+] (Cs2CO3), [NH4+].[Cl-] (NH4Cl), C(C)C(C(=O)[O-])(C(=O)[O-])CC (diethylmalonate), FC=1C=C(C=CC1)I (3-fluoroiodobenzene), O1CCOCC1 (1,4-dioxane). The reagents and catalysts are [Cu]I (copper (I) iodide). Run at time 8 hour. The product is FC=1C=C(C=CC1)C(C(=O)OCC)C(=O)OCC (Diethyl 2-(3-fluorophenyl)malonate). RXN SMILES: N1C=CC=[CH:3][C:2]=1C(O)=O.C([O-])([O-])=O.[Cs+].[Cs+].C([C:18]([CH2:25][CH3:26])([C:22]([O-:24])=[O:23])[C:19]([O-:21])=[O:20])C.[F:27][C:28]1[CH:29]=[C:30](I)C=C[CH:33]=1.[NH4+].[Cl-].O1CCO[CH2:39][CH2:38]1>[Cu]I>[F:27][C:28]1[CH:33]=[C:25]([CH:18]([C:22]([O:24][CH2:38][CH3:39])=[O:23])[C:19]([O:21][CH2:2][CH3:3])=[O:20])[CH:26]=[CH:30][CH:29]=1 |f:1.2.3,6.7|. Reported procedure: A round bottom flask was charged with copper (I) iodide (571 mg, 3.0 mmol), 2-picolinic acid (739 mg, 6.0 mmol), and Cs2CO3 (58.6 g, 180 mmol). The flask was evacuated and re-filled with argon (3 times). 1,4-dioxane (60 mL), diethylmalonate (18.2 mL, 120 mmol), and 3-fluoroiodobenzene (7.05 mL, 60 mmol) were then added in sequence. The resulting yellow suspension was stirred at room temperature overnight. To the mixture was added sat aqueous NH4Cl and the mixture was extracted with EtOAc (3×). T... Starting materials: CN(C)C=O, CSC(=S)Nc1nc[nH]n1, Nc1nc[nH]n1. The product is S=C(Nc1nc[nH]n1)Nc1nc[nH]n1. As a reaction SMILES: [CH3:17][N:18]([CH3:19])[CH:20]=[O:21].[CH3:1][S:2][C:3]([NH:4][c:5]1[n:6][nH:7][cH:8][n:9]1)=[S:10].[NH2:11][c:12]1[n:13][nH:14][cH:15][n:16]1>>[C:3]([NH:4][c:5]1[n:6][nH:7][cH:8][n:9]1)(=[S:10])[NH:11][c:12]1[n:13][nH:14][cH:15][n:16]1.